From a dataset of the Open Reaction Database (ORD), a public repository of structured organic reaction records. describe an organic reaction: reactants, conditions, products, and yield The reactants are C1CCNCC1, Cc1ccccc1, O=C(O)c1ccccc1, O=Cc1ccc(O)cc1, O=C1CSC(=O)N1. Product: O=C1NC(=O)C(=Cc2ccc(O)cc2)S1. RXN SMILES: [CH2:26]1[CH2:27][CH2:28][NH:29][CH2:30][CH2:31]1.[CH3:32][c:33]1[cH:34][cH:35][cH:36][cH:37][cH:38]1.[OH:17][C:18]([c:19]1[cH:20][cH:21][cH:22][cH:23][cH:24]1)=[O:25].[OH:1][c:2]1[cH:3][cH:4][c:5]([CH:6]=[O:7])[cH:8][cH:9]1.[S:10]1[C:11](=[O:16])[NH:12][C:13](=[O:15])[CH2:14]1>>[OH:1][c:2]1[cH:3][cH:4][c:5]([CH:6]=[C:14]2[S:10][C:11](=[O:16])[NH:12][C:13]2=[O:15])[cH:8][cH:9]1. The reactants are CO, Cl, O=C(O)C1NCCCC1O. The product is COC(=O)C1NCCCC1O. As a reaction SMILES: [CH3:12][OH:13].[ClH:1].[OH:2][CH:3]1[CH:4]([C:9](=[O:10])[OH:11])[NH:5][CH2:6][CH2:7][CH2:8]1>>[OH:2][CH:3]1[CH:4]([C:9]([O:10][CH3:12])=[O:11])[NH:5][CH2:6][CH2:7][CH2:8]1. Reactants: ClC1=CC=C(C=C1)N1C(C(C=2C1=NC=CC2)CC2=CC=NC=C2)=O (1,3-dihydro-1-(4-chlorophenyl)-3-(4-pyridinylmethyl)-2H-pyrrolo[2,3-b]pyridin-2-one), [H-].[Na+] (NaH), N[C@@H](CC1=CC=CC=C1)C(=O)Cl (Phe-Cl), N[C@@H](CC1=CC=CC=C1)C(=O)C#N (Phe-CN), C1=CC(=CC(=C1)CBr)C#N (a-bromo-m-tolunitrile), Cl (HCl). The solvent is C1CCOC1 (THF), C1CCOC1 (THF). Product: Cl.Cl.ClC1=CC=C(C=C1)N1C(C(C=2C1=NC=CC2)(CC2=CC=NC=C2)C2=CC(=CC=C2)C#N)=O (1,3-Dihydro-1-(4-chlorophenyl)-3-(3-cyanophenyl)-3-(4-pyridinylmethyl)-2H-Pyrrolo[2,3-b]Pyridin-2-one Dihydrochloride). As a reaction SMILES: [Cl:1][C:2]1[CH:7]=[CH:6][C:5]([N:8]2[C:12]3=[N:13][CH:14]=[CH:15][CH:16]=[C:11]3[CH:10]([CH2:17][C:18]3[CH:23]=[CH:22][N:21]=[CH:20][CH:19]=3)[C:9]2=[O:24])=[CH:4][CH:3]=1.[H-].[Na+].[CH:27]1[CH:32]=[C:31](CBr)[CH:30]=[C:29]([C:35]#[N:36])[CH:28]=1.N[C@H](C([Cl:48])=O)CC1C=CC=CC=1.N[C@H](C(C#N)=O)CC1C=CC=CC=1.Cl>C1COCC1>[ClH:1].[ClH:48].[Cl:1][C:2]1[CH:7]=[CH:6][C:5]([N:8]2[C:12]3=[N:13][CH:14]=[CH:15][CH:16]=[C:11]3[C:10]([C:27]3[CH:32]=[CH:31][CH:30]=[C:29]([C:35]#[N:36])[CH:28]=3)([CH2:17][C:18]3[CH:19]=[CH:20][N:21]=[CH:22][CH:23]=3)[C:9]2=[O:24])=[CH:4][CH:3]=1 |f:1.2,8.9.10|. Reported procedure: The solution of 1,3-dihydro-1-(4-chlorophenyl)-3-(4-pyridinylmethyl)-2H-pyrrolo[2,3-b]pyridin-2-one (3.0 g, 8.93 mmol) in 75 ml dry THF was treated with NaH (0.26 g, 10.7 mmol) and stirred at room temperature for min. The mixture was then treated dropwise with a solution of a-bromo-m-tolunitrile (1.93 g, 9.82 mmol) dissolved in 25 ml dry THF. The mixture was stirred at room temperature under dry nitrogen for 24 h and concentrated in vacuo. The residue was partitioned between 150 ml CH2Cl2 and 10... The reactants are [Cl-].[NH4+] (ammonium chloride), OO (hydrogen peroxide), aqueous solution, [OH-].[Na+] (sodium hydroxide), CC(CCC1C=CC(C1=CCCCCCC(=O)OC)=O)CCC=C(C)C (4-(3,7-dimethyl-6-octen-1-yl)-5-(6-methoxycarbonylhexylidene)-2-cyclopentenone). The solvent is CO (methanol). Conditions: time 2 hour. The product is ClC=1C(C(C(C1)CCC(CCC=C(C)C)C)=CCCCCCC(=O)OC)=O (2-chloro-4-(3,7-dimethyl-6-octenyl)-5-(6-methoxycarbonylhexylidene)-2-cyclopentenone), COC(=O)CCCCCC=C1CC=CC1=O (5-(6-methoxycarbonylhexylidene)-2-cyclopentenone), ClC=1C(C(C(C1)CCC(CCC=C(C)C)C)=CCCCCCC(=O)O)=O (2-chloro-4-(3,7-dimethyl-6-octenyl)-5-(6-carboxyhexylidene)-2-cyclopentenone), 2-chloro-4. Isolated yield 9.0%. RXN SMILES: [CH3:1][CH:2]([CH2:21][CH2:22][CH:23]=[C:24]([CH3:26])[CH3:25])[CH2:3][CH2:4][CH:5]1[C:9](=[CH:10][CH2:11][CH2:12][CH2:13][CH2:14][CH2:15][C:16]([O:18][CH3:19])=[O:17])[C:8](=[O:20])[CH:7]=[CH:6]1.OO.[OH-].[Na+].[Cl-:31].[NH4+]>CO>[Cl:31][C:7]1[C:8](=[O:20])[C:9](=[CH:10][CH2:11][CH2:12][CH2:13][CH2:14][CH2:15][C:16]([O:18][CH3:19])=[O:17])[CH:5]([CH2:4][CH2:3][CH:2]([CH3:1])[CH2:21][CH2:22][CH:23]=[C:24]([CH3:25])[CH3:26])[CH:6]=1.[CH3:19][O:18][C:16]([CH2:15][CH2:14][CH2:13][CH2:12][CH2:11][CH:10]=[C:9]1[C:8](=[O:20])[CH:7]=[CH:6][CH2:5]1)=[O:17].[Cl:31][C:7]1[C:8](=[O:20])[C:9](=[CH:10][CH2:11][CH2:12][CH2:13][CH2:14][CH2:15][C:16]([OH:18])=[O:17])[CH:5]([CH2:4][CH2:3][CH:2]([CH3:1])[CH2:21][CH2:22][CH:23]=[C:24]([CH3:26])[CH3:25])[CH:6]=1 |f:2.3,4.5|. Reported procedure: 422 mg (1.17 mmol) of 4-(3,7-dimethyl-6-octen-1-yl)-5-(6-methoxycarbonylhexylidene)-2-cyclopentenone was dissolved in 4 ml of methanol. With ice cooling and stirring, 600 μl (5.85 mmol) of 30% aqueous hydrogen peroxide and further 40 μl (40 mmol) of an aqueous solution of 1N sodium hydroxide were added thereto. After the mixture was stirred at 0° C. for 45 minutes, a saturated aqueous solution of ammonium chloride was added to the reaction mixture, the mixture was extracted with hexane, dried ov... The reactants are Cl (HCl), C(C)OC=1C=C(C=CC1OC)C(CCO)N1C(C=2C(C1=O)=CC=CC2)=O (3-(3'-ethoxy-4'-methoxyphenyl)-3-phthalimido-1-propanol), C(C1=CC=CC=C1)Br (benzyl bromide), [H-].[Na+] (NaH). Reagents/catalysts: [NH4+].[Cl-] (NH4Cl), [I-].C(CCC)[N+](CCCC)(CCCC)CCCC (tetrabutyl ammonium iodide). Run in C1CCOC1 (THF). Conditions: time 15 hour. Yields the product C(C1=CC=CC=C1)OCCC(N1C(C=2C(C1=O)=CC=CC2)=O)C2=CC(=C(C=C2)OC)OCC (1-benzyloxy-3-(3'-ethoxy-4'-methoxyphenyl)-3-phthalimidopropane). The yield is 60.0%. RXN SMILES: [CH2:1]([O:3][C:4]1[CH:5]=[C:6]([CH:12]([N:16]2[C:20](=[O:21])[C:19]3=[CH:22][CH:23]=[CH:24][CH:25]=[C:18]3[C:17]2=[O:26])[CH2:13][CH2:14][OH:15])[CH:7]=[CH:8][C:9]=1[O:10][CH3:11])[CH3:2].[CH2:27](Br)[C:28]1[CH:33]=[CH:32][CH:31]=[CH:30][CH:29]=1.[H-].[Na+].Cl>[I-].C([N+](CCCC)(CCCC)CCCC)CCC.C1COCC1.[NH4+].[Cl-]>[CH2:27]([O:15][CH2:14][CH2:13][CH:12]([C:6]1[CH:7]=[CH:8][C:9]([O:10][CH3:11])=[C:4]([O:3][CH2:1][CH3:2])[CH:5]=1)[N:16]1[C:20](=[O:21])[C:19]2=[CH:22][CH:23]=[CH:24][CH:25]=[C:18]2[C:17]1=[O:26])[C:28]1[CH:33]=[CH:32][CH:31]=[CH:30][CH:29]=1 |f:2.3,5.6,8.9|. Procedure: To a stirred solution of 3-(3'-ethoxy-4'-methoxyphenyl)-3-phthalimido-1-propanol (680 mg, 1.92 mmol), benzyl bromide (0.46 mL, 3.86 mmol), and tetrabutyl ammonium iodide (80 mg, 0.21 mmol) in THF (20 mL) at room temperature, was added NaH (240 mg, 60%, 6.0 mmol). The mixture was stirred at room temperature for 15 h. To the mixture was added a few drops of NH4Cl, then HCl (1N, 25 mL). The organic layer was separated. The aqueous layer was extracted with ethyl acetate (3×25 mL). The combined organ...